This data is from the Open Reaction Database (ORD), a public repository of structured organic reaction records. The task is: describe an organic reaction: reactants, conditions, products, and yield Reactants: Cl.C1(CC1)COC1=C(C=CC(=C1)OC)C1=C2C(=NC=C1)C(=C(N2)C)C(=O)NC2CCNCC2 (7-[2-(cyclopropylmethoxy)-4-methoxyphenyl]-2-methyl-N-(piperidin-4-yl)-1H-pyrrolo[3,2-b]pyridine-3-carboxamide hydrochloride), C(CC)(=O)Cl (propionyl chloride). Product: C1(CC1)COC1=C(C=CC(=C1)OC)C1=C2C(=NC=C1)C(=C(N2)C)C(=O)NC2CCN(CC2)C(CC)=O (7-[2-(Cyclopropylmethoxy)-4-methoxyphenyl]-2-methyl-N-(1-propanoylpiperidin-4-yl)-1H-pyrrolo[3,2-b]pyridine-3-carboxamide). RXN SMILES: Cl.[CH:2]1([CH2:5][O:6][C:7]2[CH:12]=[C:11]([O:13][CH3:14])[CH:10]=[CH:9][C:8]=2[C:15]2[CH:20]=[CH:19][N:18]=[C:17]3[C:21]([C:25]([NH:27][CH:28]4[CH2:33][CH2:32][NH:31][CH2:30][CH2:29]4)=[O:26])=[C:22]([CH3:24])[NH:23][C:16]=23)[CH2:4][CH2:3]1.[C:34](Cl)(=[O:37])[CH2:35][CH3:36]>>[CH:2]1([CH2:5][O:6][C:7]2[CH:12]=[C:11]([O:13][CH3:14])[CH:10]=[CH:9][C:8]=2[C:15]2[CH:20]=[CH:19][N:18]=[C:17]3[C:21]([C:25]([NH:27][CH:28]4[CH2:29][CH2:30][N:31]([C:34](=[O:37])[CH2:35][CH3:36])[CH2:32][CH2:33]4)=[O:26])=[C:22]([CH3:24])[NH:23][C:16]=23)[CH2:4][CH2:3]1 |f:0.1|. Procedure: Starting from 7-[2-(cyclopropylmethoxy)-4-methoxyphenyl]-2-methyl-N-(piperidin-4-yl)-1H-pyrrolo[3,2-b]pyridine-3-carboxamide hydrochloride (example D.f11) and commercially propionyl chloride the title compound is obtained as colorless solid. Starting materials: C(O)([O-])=O.[Na+] (sodium hydrogen carbonate), C(C1=CC=CC=C1)(=O)O[C@@H]1C(C2=CC=C3[C@@H]4CC[C@H]([C@@H](CO[Si](C)(C)C(C)(C)C)C)[C@]4(CC[C@@H]3[C@]2(CC1)C)C)(C)C ((3β,20S)-21-[[(1,1-dimethylethyl)dimethylsilyl]oxy]-4,4,20-trimethylpregna-5,7-dien-3-ol benzoate), C1(=CC=CC=C1)C (toluene), Cl (hydrochloric acid). Solvent: C(C)O (ethanol). Product: C(C1=CC=CC=C1)(=O)O[C@@H]1C([C@@H]2CCC=3C4=CC[C@H]([C@@H](CO)C)[C@]4(CCC3[C@]2(CC1)C)C)(C)C ((3β,5α,20S)-4,4,20-trimethylpregna-8,14-diene-3,21-diol 3-benzoate). Isolated yield 67.2%. As a reaction SMILES: [C:1]([O:9][C@H:10]1[CH2:37][CH2:36][C@@:35]2([CH3:38])[C:12](=[CH:13][CH:14]=[C:15]3[C@@H:34]2[CH2:33][CH2:32][C@@:31]2([CH3:39])[C@H:16]3[CH2:17][CH2:18][C@@H:19]2[C@H:20]([CH3:30])[CH2:21][O:22][Si](C(C)(C)C)(C)C)[C:11]1([CH3:41])[CH3:40])(=[O:8])[C:2]1[CH:7]=[CH:6][CH:5]=[CH:4][CH:3]=1.C1(C)C=CC=CC=1.Cl.C(=O)([O-])O.[Na+]>C(O)C>[C:1]([O:9][C@H:10]1[CH2:37][CH2:36][C@@:35]2([CH3:38])[C@@H:12]([CH2:13][CH2:14][C:15]3[C:16]4[C@:31]([CH3:39])([CH2:32][CH2:33][C:34]=32)[C@@H:19]([C@H:20]([CH3:30])[CH2:21][OH:22])[CH2:18][CH:17]=4)[C:11]1([CH3:40])[CH3:41])(=[O:8])[C:2]1[CH:7]=[CH:6][CH:5]=[CH:4][CH:3]=1 |f:3.4|. Procedure details: vii)—A mixture of compound 8 (32.3 g), toluene (84 ml), ethanol (96%; 588 ml) and concentrated hydrochloric acid (84 ml) was heated under reflux for 3 h. The mixture was cooled and poured into a saturated aqueous solution of sodium hydrogen carbonate (1 l). The product was extracted into ethyl acetate; the combined organic phases were washed with brine, dried over sodium sulfate, and concentrated under reduced pressure. Column chromatography afforded a 3:1 mixture (17.4 g) of (3β,5α,20S)-4,4,20-... Reactants: CC(=O)O, CCO, Cc1cnc2n1-c1ccc(Cl)cc1C(c1ccccc1Cl)=NC2O, [Na+], [OH-], O. The product is Cc1cnc2n1-c1ccc(Cl)cc1C(c1ccccc1)=NC2O. As a reaction SMILES: [C:1]([OH:2])(=[O:3])[CH3:4].[CH3:29][CH2:30][OH:31].[Cl:5][c:6]1[cH:7][cH:8][c:9]2[c:10]([cH:28]1)[C:11]([c:21]1[c:22]([Cl:27])[cH:23][cH:24][cH:25][cH:26]1)=[N:12][CH:13]([OH:20])[c:14]1[n:15]-2[c:16]([CH3:19])[cH:17][n:18]1.[Na+:33].[OH-:32].[OH2:34]>>[Cl:5][c:6]1[cH:7][cH:8][c:9]2[c:10]([cH:28]1)[C:11]([c:21]1[cH:22][cH:23][cH:24][cH:25][cH:26]1)=[N:12][CH:13]([OH:20])[c:14]1[n:15]-2[c:16]([CH3:19])[cH:17][n:18]1. Starting materials: CCOc1cc(C=O)ccc1OC, ONC1CCCCC1, Cc1ccc(S(=O)(=O)O)cc1, c1ccccc1. Product: CCOc1cc(C=[N+]([O-])C2CCCCC2)ccc1OC. As a reaction SMILES: [CH2:1]([CH3:2])[O:3][c:4]1[cH:5][c:6]([CH:7]=[O:8])[cH:9][cH:10][c:11]1[O:12][CH3:13].[CH:14]1([NH:20][OH:21])[CH2:15][CH2:16][CH2:17][CH2:18][CH2:19]1.[c:22]1([CH3:23])[cH:24][cH:25][c:26]([S:27]([OH:28])(=[O:29])=[O:30])[cH:31][cH:32]1.[cH:33]1[cH:34][cH:35][cH:36][cH:37][cH:38]1>>[CH2:1]([CH3:2])[O:3][c:4]1[cH:5][c:6]([CH:7]=[N+:20]([CH:14]2[CH2:15][CH2:16][CH2:17][CH2:18][CH2:19]2)[O-:21])[cH:9][cH:10][c:11]1[O:12][CH3:13]. Reactants: ( S )-, C1[C@@H](C)O1 ((R)-propylene oxide), BrCCCC=C (5-bromo-pentene), epoxide, C(CCC)(=O)O[C@@H](C)CCCC[C@H](CC)OC(CCC)=O ((2S,7S)2,7-nonanediyl dibutyrate), C(CCC)(=O)O[C@@H](C)CCCC[C@H](CC)OC(CCC)=O ((2S,7S)2,7-nonanediyl dibutyrate). Yields the product C(CCC)(=O)OC(C)CCCCC(CC)OC(CCC)=O (2,7-nonanediyl dibutyrate). Reaction SMILES: [C:1]([O:6][C@H:7]([CH2:9][CH2:10][CH2:11][CH2:12][C@@H:13]([O:16][C:17](=[O:21])[CH2:18][CH2:19][CH3:20])[CH2:14][CH3:15])[CH3:8])(=[O:5])[CH2:2][CH2:3][CH3:4].C1O[C@@H]1C.BrCCCC=C>>[C:1]([O:6][CH:7]([CH2:9][CH2:10][CH2:11][CH2:12][CH:13]([O:16][C:17](=[O:21])[CH2:18][CH2:19][CH3:20])[CH2:14][CH3:15])[CH3:8])(=[O:5])[CH2:2][CH2:3][CH3:4]. Procedure: FIG. 5 illustrates the scheme for the synthesis of field-active (2S,7S)2,7-nonanediyl dibutyrate (14): S-propylene oxide (6) (Fluka Chemika-Biochemika, Buchs, Switzerland) was coupled at −20° C. with Grignard reagent 7 in the presence of 0.1 equivalents of a CuI catalyst. Resulting (2S)-8-octen-2-ol (8) was oxidized by m-chloroperoxybenzoic acid (Aldrich Chemical Co.) to the terminal epoxide 9. Hydrolytic kinetic resolution of 9 with Co(II) salen (Jacobsen's) catalyst (R,R)N,N′-bis(3,5-di-tert-b... The product is crude product, N1N=C(C=2C1=NC=CC2)N (1H-pyrazolo[3,4-b]pyridin-3-amine). Reported procedure: Aniline (0.035 mL, 0.386 mmol), Pd2 dba3 (0.024 g, 0.0257 mmol), Xantphos (0.030 g, 0.0714 mmol), K3PO4 (0.120 g, 0.566 mmol) was added to a suspension of 3-bromo-5-nitro-1-((2-(trimethylsilyl)ethoxy)methyl)-1H-pyrazolo[3,4-b]pyridine (0.096 g, 0.257 mmol) in toluene (10 mL), and the mixture was heated to reflux overnight. The reaction mixture was cooled to room temperature and filtered through celite. The filter cake was washed with ethyl acetate. The combined filtrate was concentrated to give ... Starting materials: NC1=CC=CC=C1 (Aniline), CC1(C2=C(C(=CC=C2)P(C3=CC=CC=C3)C4=CC=CC=C4)OC5=C(C=CC=C51)P(C6=CC=CC=C6)C7=CC=CC=C7)C (Xantphos), [O-]P(=O)([O-])[O-].[K+].[K+].[K+] (K3PO4), BrC1=NN(C2=NC=C(C=C21)[N+](=O)[O-])COCC[Si](C)(C)C (3-bromo-5-nitro-1-((2-(trimethylsilyl)ethoxy)methyl)-1H-pyrazolo[3,4-b]pyridine). The reagents and catalysts are C=1C=CC(=CC1)/C=C/C(=O)/C=C/C2=CC=CC=C2.C=1C=CC(=CC1)/C=C/C(=O)/C=C/C2=CC=CC=C2.C=1C=CC(=CC1)/C=C/C(=O)/C=C/C2=CC=CC=C2.[Pd].[Pd] (Pd2 dba3). RXN SMILES: [NH2:1][C:2]1[CH:7]=[CH:6][CH:5]=[CH:4]C=1.CC1(C)C2C(=C(P(C3C=CC=CC=3)C3C=CC=CC=3)C=CC=2)OC2C(P(C3C=CC=CC=3)C3C=CC=CC=3)=CC=CC1=2.[O-]P([O-])([O-])=O.[K+].[K+].[K+].BrC1C2[C:62](=[N:63]C=C([N+]([O-])=O)C=2)[N:61](COCC[Si](C)(C)C)[N:60]=1>C1(C)C=CC=CC=1.C1C=CC(/C=C/C(/C=C/C2C=CC=CC=2)=O)=CC=1.C1C=CC(/C=C/C(/C=C/C2C=CC=CC=2)=O)=CC=1.C1C=CC(/C=C/C(/C=C/C2C=CC=CC=2)=O)=CC=1.[Pd].[Pd]>[NH:61]1[C:62]2=[N:63][CH:4]=[CH:5][CH:6]=[C:7]2[C:2]([NH2:1])=[N:60]1 |f:2.3.4.5,8.9.10.11.12|. The solvent is C1(=CC=CC=C1)C (toluene). Reactants: C(#N)C(=O)OCC (Ethyl cyanoformate), COC1=CC=C(C=C1)C1=NSC(O1)=O (5-(4-methoxyphenyl)-[1,3,4]oxathiazolin-2-one), C(=O)=O (carbon dioxide). The solvent is CC=1C=CC(=CC1)C (p-xylene). The product is COC1=CC=C(C=C1)C1=NSC(=N1)C(=O)OCC (ethyl 3-(4-methoxyphenyl)-[1,2,4]thiadiazole-5-carboxylate). Isolated yield 77.0%. RXN SMILES: [C:1]([C:3]([O:5][CH2:6][CH3:7])=[O:4])#[N:2].[CH3:8][O:9][C:10]1[CH:15]=[CH:14][C:13]([C:16]2OC(=O)[S:18][N:17]=2)=[CH:12][CH:11]=1.C(=O)=O>CC1C=CC(C)=CC=1>[CH3:8][O:9][C:10]1[CH:15]=[CH:14][C:13]([C:16]2[N:2]=[C:1]([C:3]([O:5][CH2:6][CH3:7])=[O:4])[S:18][N:17]=2)=[CH:12][CH:11]=1. Reported procedure: Ethyl cyanoformate (16.9 g, 0.171 mol) is added to a stirred solution of 5-(4-methoxyphenyl)-[1,3,4]oxathiazolin-2-one (11.9 g, 0.057 mol) in p-xylene (100 ml). The mixture is heated to 115°-132° C. for 10 hours, during which time carbon dioxide is liberated. The solvent is evaporated in vacuo and the residue is triturated with di-isopropyl ether. The crystalline solid is filtered off, washed with a small amount of diisopropyl ether and dried, to give ethyl 3-(4-methoxyphenyl)-[1,2,4]thiadiazole...